Dataset: the Open Reaction Database (ORD), a public repository of structured organic reaction records. Task: describe an organic reaction: reactants, conditions, products, and yield Starting materials: FC(C=1C=CC(=C(C(=O)C2=CC=CC=C2)C1)N1C=NC=C1C)(F)F (5-(trifluoromethyl)-2-(5-methylimidazol-1-yl)benzophenone), C=O (paraformaldehyde). Run in C=1(C(=CC=CC1)C)C (xylene). Yields the product FC(C=1C=CC(=C(C(=O)C2=CC=CC=C2)C1)N1C(=NC=C1C)CO)(F)F (5-(trifluoromethyl)-2-[2-(hydroxymethyl)-5-methylimidazol-1-yl]benzophenone). As a reaction SMILES: [F:1][C:2]([F:24])([F:23])[C:3]1[CH:4]=[CH:5][C:6]([N:17]2[C:21]([CH3:22])=[CH:20][N:19]=[CH:18]2)=[C:7]([CH:16]=1)[C:8]([C:10]1[CH:15]=[CH:14][CH:13]=[CH:12][CH:11]=1)=[O:9].[CH2:25]=[O:26]>C1(C)C(C)=CC=CC=1>[F:24][C:2]([F:1])([F:23])[C:3]1[CH:4]=[CH:5][C:6]([N:17]2[C:21]([CH3:22])=[CH:20][N:19]=[C:18]2[CH2:25][OH:26])=[C:7]([CH:16]=1)[C:8]([C:10]1[CH:11]=[CH:12][CH:13]=[CH:14][CH:15]=1)=[O:9]. Reported procedure: In the manner given in Example 1, 5-(trifluoromethyl)-2-(5-methylimidazol-1-yl)benzophenone is heated in a bomb with paraformaldehyde in xylene to 140° C. to give 5-(trifluoromethyl)-2-[2-(hydroxymethyl)-5-methylimidazol-1-yl]benzophenone. Procedure: 5-cyclohex-1-enyl-3-[(cis-4-fluoro-cyclohexyl)-(trans-4-methyl-cyclohexane-carbonyl)-amino]-thiophene-2-carboxylic acid methyl ester (10 mg, 0.021) was dissolved in a mixture of THF, MeOH and H2O (3:2:1) (2 mL) and 1N LiOH (0.1 mL) was added. Rest of the procedure has been described earlier (example 3, step VIII). Pure 5-cyclohex-1-enyl-3-[(cis-4-fluoro-cyclohexyl)-(trans-4-methyl-cyclohexanecarbonyl)-amino]-thiophene-2-carboxylic acid was obtained after chromatography over silica gel (5% MeOH i... The solvent is C1CCOC1 (THF), CO (MeOH), O (H2O), [Li+].[OH-] (LiOH). RXN SMILES: C[O:2][C:3]([C:5]1[S:6][C:7]([C:27]2[CH2:32][CH2:31][CH2:30][CH2:29][CH:28]=2)=[CH:8][C:9]=1[N:10]([C@H:20]1[CH2:25][CH2:24][C@@H:23]([F:26])[CH2:22][CH2:21]1)[C:11]([C@H:13]1[CH2:18][CH2:17][C@H:16]([CH3:19])[CH2:15][CH2:14]1)=[O:12])=[O:4]>C1COCC1.CO.O.[Li+].[OH-]>[C:27]1([C:7]2[S:6][C:5]([C:3]([OH:4])=[O:2])=[C:9]([N:10]([C@H:20]3[CH2:21][CH2:22][C@@H:23]([F:26])[CH2:24][CH2:25]3)[C:11]([C@H:13]3[CH2:18][CH2:17][C@H:16]([CH3:19])[CH2:15][CH2:14]3)=[O:12])[CH:8]=2)[CH2:32][CH2:31][CH2:30][CH2:29][CH:28]=1 |f:4.5|. Yields the product C1(=CCCCC1)C1=CC(=C(S1)C(=O)O)N(C(=O)[C@@H]1CC[C@H](CC1)C)[C@@H]1CC[C@@H](CC1)F (5-cyclohex-1-enyl-3-[(cis-4-fluoro-cyclohexyl)-(trans-4-methyl-cyclohexanecarbonyl)-amino]-thiophene-2-carboxylic acid). Reactants: COC(=O)C=1SC(=CC1N(C(=O)[C@@H]1CC[C@H](CC1)C)[C@@H]1CC[C@@H](CC1)F)C1=CCCCC1 (5-cyclohex-1-enyl-3-[(cis-4-fluoro-cyclohexyl)-(trans-4-methyl-cyclohexane-carbonyl)-amino]-thiophene-2-carboxylic acid methyl ester).